Dataset: the Open Reaction Database (ORD), a public repository of structured organic reaction records. Task: describe an organic reaction: reactants, conditions, products, and yield RXN SMILES: [CH2:26]1[O:27][CH2:28][CH2:29][CH2:30]1.[CH3:31][OH:32].[F:6][c:7]1[c:8]([NH:9][c:10]2[c:11]([C:18](=[O:19])[OH:20])[cH:12][n:13]([CH3:17])[c:14](=[O:16])[cH:15]2)[cH:21][cH:22][c:23]([F:25])[cH:24]1.[NH2:1][O:2][CH2:3][CH2:4][OH:5]>>[NH:1]([O:2][CH2:3][CH2:4][OH:5])[C:18]([c:11]1[c:10]([NH:9][c:8]2[c:7]([F:6])[cH:24][c:23]([F:25])[cH:22][cH:21]2)[cH:15][c:14](=[O:16])[n:13]([CH3:17])[cH:12]1)=[O:19]. Starting materials: C1CCOC1, CO, Cn1cc(C(=O)O)c(Nc2ccc(F)cc2F)cc1=O, NOCCO. Product: Cn1cc(C(=O)NOCCO)c(Nc2ccc(F)cc2F)cc1=O.